Dataset: the Open Reaction Database (ORD), a public repository of structured organic reaction records. Task: describe an organic reaction: reactants, conditions, products, and yield Reactants: Brc1ccc(Br)nn1, C1CCOC1, CN(C)CC(C)(C)O, [H-], [Na+]. Yields the product CN(C)CC(C)(C)Oc1ccc(Br)nn1. As a reaction SMILES: [Br:9][c:10]1[n:11][n:12][c:13]([Br:16])[cH:14][cH:15]1.[CH2:19]1[O:20][CH2:21][CH2:22][CH2:23]1.[CH3:1][N:2]([CH2:3][C:4]([CH3:5])([OH:6])[CH3:7])[CH3:8].[H-:18].[Na+:17]>>[CH3:1][N:2]([CH2:3][C:4]([CH3:5])([O:6][c:13]1[n:12][n:11][c:10]([Br:9])[cH:15][cH:14]1)[CH3:7])[CH3:8]. Starting materials: NN1N=C(C2=CC=CC=C2C1=O)C(=O)OCC (ethyl 3-amino-4-oxo-3,4-dihydrophthalazine-1-carboxylate), ClC1=CC=C(C=C1)CC(=O)Cl (2-(4-chlorophenyl)acetyl chloride). The product is ClC1=CC=C(C=C1)CC(=O)NN1N=C(C2=CC=CC=C2C1=O)C(=O)OCC (ethyl 3-{[(4-chlorophenyl)acetyl]amino}-4-oxo-3,4-dihydrophthalazine-1-carboxylate). Reaction SMILES: [NH2:1][N:2]1[C:11](=[O:12])[C:10]2[C:5](=[CH:6][CH:7]=[CH:8][CH:9]=2)[C:4]([C:13]([O:15][CH2:16][CH3:17])=[O:14])=[N:3]1.[Cl:18][C:19]1[CH:24]=[CH:23][C:22]([CH2:25][C:26](Cl)=[O:27])=[CH:21][CH:20]=1>>[Cl:18][C:19]1[CH:24]=[CH:23][C:22]([CH2:25][C:26]([NH:1][N:2]2[C:11](=[O:12])[C:10]3[C:5](=[CH:6][CH:7]=[CH:8][CH:9]=3)[C:4]([C:13]([O:15][CH2:16][CH3:17])=[O:14])=[N:3]2)=[O:27])=[CH:21][CH:20]=1. Procedure details: The product from Example 51B and 2-(4-chlorophenyl)acetyl chloride were processed using a method similar to that described in Example 4C to afford the title compound. 1H NMR (300 MHz, DMSO-d6) δ 11.83 (s, 1H), 8.49 (d, J=8.0, 1H), 8.35 (d, J=7.9, 1H), 8.10-8.01 (m, 1H), 7.97 (dd, J=11.8, 4.3, 1H), 7.47-7.35 (m, 4H), 4.42 (q, J=7.1, 2H), 3.73 (s, 2H), 1.35 (t, J=7.1, 3H); MS (ESI−) M/Z 384 (M−H)−. Starting materials: CCOC(C)=O, CC(C)CCCO, O, Cc1ccc(S(=O)(=O)Cl)cc1, c1ccncc1. The product is Cc1ccc(S(=O)(=O)OCCCC(C)C)cc1. Reaction SMILES: [CH3:19][CH2:20][O:21][C:22](=[O:23])[CH3:24].[CH3:1][CH:2]([CH2:3][CH2:4][CH2:5][OH:6])[CH3:7].[OH2:25].[c:8]1([CH3:18])[cH:9][cH:10][c:11]([S:14](=[O:15])(=[O:16])[Cl:17])[cH:12][cH:13]1.[cH:26]1[cH:27][cH:28][n:29][cH:30][cH:31]1>>[CH3:1][CH:2]([CH2:3][CH2:4][CH2:5][O:6][S:14]([c:11]1[cH:10][cH:9][c:8]([CH3:18])[cH:13][cH:12]1)(=[O:15])=[O:16])[CH3:7]. The product is O=C(O)c1ccccc1C(=O)O. Starting materials: CC(=O)OC1OC(=O)c2ccccc21, [O-]Cl, Cl, [Na+], O=C1OC(=O)c2ccccc21. RXN SMILES: [C:1](=[O:2])([CH3:3])[O:4][CH:5]1[O:6][C:7](=[O:8])[c:9]2[cH:10][cH:11][cH:12][cH:13][c:14]21.[Cl:26][O-:27].[ClH:29].[Na+:28].[O:15]=[C:16]1[c:17]2[c:18]([cH:19][cH:20][cH:21][cH:22]2)[C:23](=[O:24])[O:25]1>>[O:4]=[C:5]([c:14]1[c:9]([C:7]([OH:6])=[O:8])[cH:10][cH:11][cH:12][cH:13]1)[OH:15]. The reactants are C1(=CC=CC=C1)P(C1=CC=CC=C1)C1=CC=CC=C1 (triphenylphosphine), O=CCC1CN(CC1)C(=O)OC(C)(C)C (tert-butyl 3-(2-oxoethyl)pyrrolidine-1-carboxylate), C(Br)(Br)(Br)Br (carbon tetrabromide). The solvent is ClCCl (dichloromethane), ClCCl (dichloromethane), ClCCl (dichloromethane). Run at temperature 0 celsius, time 1.5 hour. The product is BrC(=CCC1CN(CC1)C(=O)OC(C)(C)C)Br (tert-butyl 3-(3,3-dibromoprop-2-en-1-yl)pyrrolidine-1-carboxylate). Reaction SMILES: C1(P(C2C=CC=CC=2)C2C=CC=CC=2)C=CC=CC=1.[C:20]([Br:24])(Br)(Br)[Br:21].O=[CH:26][CH2:27][CH:28]1[CH2:32][CH2:31][N:30]([C:33]([O:35][C:36]([CH3:39])([CH3:38])[CH3:37])=[O:34])[CH2:29]1>ClCCl>[Br:21][C:20]([Br:24])=[CH:26][CH2:27][CH:28]1[CH2:32][CH2:31][N:30]([C:33]([O:35][C:36]([CH3:37])([CH3:39])[CH3:38])=[O:34])[CH2:29]1. Procedure details: A flask was charged with triphenylphosphine (477 g, 1.82 mol) and dichloromethane (2,500 ml) was cooled to 0° C. A solution of carbon tetrabromide (302 g, 910 mmol) in dichloromethane (300 ml) was added dropwise, followed by the dropwise addition of a solution of tert-butyl 3-(2-oxoethyl)pyrrolidine-1-carboxylate (97 g, 455.40 mmol, 1.00 equiv) in dichloromethane (200 ml). The resulting solution was allowed stir for 1.5 hours at 0° C. The reaction mixture was washed with 4,000 ml of petroleum et... Reactants: COC1=C(C=C(C=C1)[Mg]Br)C ((4-methoxy-3-methylphenyl)magnesium bromide), C(C)(C)(C)OC(=O)N1CCC(CC1)C(N(C)OC)=O (4-(methoxy-methyl-carbamoyl)-piperidine-1-carboxylic acid tert-butyl ester), [NH4+].[Cl-] (NH4Cl). The solvent is C1CCOC1 (THF). Run at time 1.5 hour. Yields the product C(C)(C)(C)OC(=O)N1CCC(CC1)C(C1=CC(=C(C=C1)OC)C)=O (4-(4-Methoxy-3-methyl-benzoyl)-piperidine-1-carboxylic acid tert-butyl ester). The yield is 51.0%. As a reaction SMILES: [C:1]([O:5][C:6]([N:8]1[CH2:13][CH2:12][CH:11]([C:14](=[O:19])N(OC)C)[CH2:10][CH2:9]1)=[O:7])([CH3:4])([CH3:3])[CH3:2].[CH3:20][O:21][C:22]1[CH:27]=[CH:26][C:25]([Mg]Br)=[CH:24][C:23]=1[CH3:30].[NH4+].[Cl-]>C1COCC1>[C:1]([O:5][C:6]([N:8]1[CH2:9][CH2:10][CH:11]([C:14](=[O:19])[C:25]2[CH:26]=[CH:27][C:22]([O:21][CH3:20])=[C:23]([CH3:30])[CH:24]=2)[CH2:12][CH2:13]1)=[O:7])([CH3:2])([CH3:3])[CH3:4] |f:2.3|. Procedure: A stirred solution of 4-(methoxy-methyl-carbamoyl)-piperidine-1-carboxylic acid tert-butyl ester (3.0 g, 11.02 mmol) in 30 mL THF was cooled to 0° C., then (4-methoxy-3-methylphenyl)magnesium bromide (6.21 g, 27.5 mmol) was added dropwise via a syringe under N2 and the reaction mixture was stirred at the same temperature for 1.5 h, then gradually warmed up to room temperature over 1 h when the reaction was judged complete by LCMS. To the reaction mixture was slowly added 40 mL of saturated aqueo...